Dataset: the Open Reaction Database (ORD), a public repository of structured organic reaction records. Task: describe an organic reaction: reactants, conditions, products, and yield Starting materials: [BH4-], CCOC(=O)CC(NC(C)=O)c1cccc(F)c1, C1CCOC1, CO, [Na+], [Na+], [OH-], O. Yields the product CC(=O)NC(CCO)c1cccc(F)c1. Reaction SMILES: [BH4-:19].[C:1]([CH3:2])(=[O:3])[NH:4][CH:5]([CH2:6][C:7](=[O:8])[O:9][CH2:10][CH3:11])[c:12]1[cH:13][c:14]([F:18])[cH:15][cH:16][cH:17]1.[CH2:25]1[O:26][CH2:27][CH2:28][CH2:29]1.[CH3:21][OH:22].[Na+:20].[Na+:24].[OH-:23].[OH2:30]>>[C:1]([CH3:2])(=[O:3])[NH:4][CH:5]([CH2:6][CH2:7][OH:8])[c:12]1[cH:13][c:14]([F:18])[cH:15][cH:16][cH:17]1. Reactants: CN(C)Cc1ccc(CSCCNC(=C[N+](=O)[O-])NCCCCCCCCCCCCN)o1, CCOC(C)=O, CSC(=C[N+](=O)[O-])NCCSCc1ccco1. Yields the product CN(C)Cc1ccc(CSCCNC(=C[N+](=O)[O-])NCCCCCCCCCCCCNC(=C[N+](=O)[O-])NCCSCc2ccco2)o1. RXN SMILES: [CH3:1][N:2]([CH3:3])[CH2:4][c:5]1[cH:6][cH:7][c:8]([CH2:10][S:11][CH2:12][CH2:13][NH:14][C:15](=[CH:16][N+:17](=[O:18])[O-:19])[NH:20][CH2:21][CH2:22][CH2:23][CH2:24][CH2:25][CH2:26][CH2:27][CH2:28][CH2:29][CH2:30][CH2:31][CH2:32][NH2:33])[o:9]1.[CH3:51][CH2:52][O:53][C:54](=[O:55])[CH3:56].[o:34]1[c:35]([CH2:39][S:40][CH2:41][CH2:42][NH:43][C:44](=[CH:45][N+:46](=[O:47])[O-:48])[S:49][CH3:50])[cH:36][cH:37][cH:38]1>>[CH3:1][N:2]([CH3:3])[CH2:4][c:5]1[cH:6][cH:7][c:8]([CH2:10][S:11][CH2:12][CH2:13][NH:14][C:15](=[CH:16][N+:17](=[O:18])[O-:19])[NH:20][CH2:21][CH2:22][CH2:23][CH2:24][CH2:25][CH2:26][CH2:27][CH2:28][CH2:29][CH2:30][CH2:31][CH2:32][NH:33][C:44]([NH:43][CH2:42][CH2:41][S:40][CH2:39][c:35]2[o:34][cH:38][cH:37][cH:36]2)=[CH:45][N+:46](=[O:47])[O-:48])[o:9]1. Reactants: BrC(Br)(Br)Br, OCc1ccccc1OC(F)(F)F, c1ccc(P(c2ccccc2)c2ccccc2)cc1. Product: FC(F)(F)Oc1ccccc1CBr. As a reaction SMILES: [Br:33][C:34]([Br:35])([Br:36])[Br:37].[F:1][C:2]([O:3][c:4]1[c:5]([CH2:6][OH:7])[cH:8][cH:9][cH:10][cH:11]1)([F:12])[F:13].[c:14]1([P:15]([c:16]2[cH:17][cH:18][cH:19][cH:20][cH:21]2)[c:22]2[cH:23][cH:24][cH:25][cH:26][cH:27]2)[cH:28][cH:29][cH:30][cH:31][cH:32]1>>[F:1][C:2]([O:3][c:4]1[c:5]([CH2:6][Br:33])[cH:8][cH:9][cH:10][cH:11]1)([F:12])[F:13]. The reactants are O[C@@H](CN[C@@H](CC1=CNC2=C(C=CC=C12)O[C@H](C(=O)OCC)C)C)C=1C=NC=CC1 (ethyl (2S)-2-((3-((2R)-2-(((2R)-2-hydroxy-2-pyridin-3-ylethyl)amino)propyl)-1H-indol-7-yl)oxy)propanoate), Cl (hydrochloride), C([O-])([O-])=O.[K+].[K+] (potassium carbonate). Solvent: C(C)#N (acetonitrile). Conditions: temperature 60 celsius, time 4 hour. Product: O[C@@H](CN[C@@H](CC1=CN2C3=C(C=CC=C13)O[C@H](C2=O)C)C)C=2C=NC=CC2 ((2 S)-6-((2R)-2-(((2R)-2-Hydroxy-2-pyridin-3-ylethyl)amino)propyl)-2-methyl[1,4]oxazino[2,3,4-hi]indol-3 (2H)-one). Yield: 85.0%. RXN SMILES: [OH:1][C@H:2]([C:25]1[CH:26]=[N:27][CH:28]=[CH:29][CH:30]=1)[CH2:3][NH:4][C@H:5]([CH3:24])[CH2:6][C:7]1[C:15]2[C:10](=[C:11]([O:16][C@@H:17]([CH3:23])[C:18]([O:20]CC)=O)[CH:12]=[CH:13][CH:14]=2)[NH:9][CH:8]=1.Cl.C(=O)([O-])[O-].[K+].[K+]>C(#N)C>[OH:1][C@H:2]([C:25]1[CH:26]=[N:27][CH:28]=[CH:29][CH:30]=1)[CH2:3][NH:4][C@H:5]([CH3:24])[CH2:6][C:7]1[C:15]2[C:10]3=[C:11]([O:16][C@@H:17]([CH3:23])[C:18](=[O:20])[N:9]3[CH:8]=1)[CH:12]=[CH:13][CH:14]=2 |f:2.3.4|. Procedure: To a solution of ethyl (2S)-2-((3-((2R)-2-(((2R)-2-hydroxy-2-pyridin-3-ylethyl)amino)propyl)-1H-indol-7-yl)oxy)propanoate.2 hydrochloride (205 mg, 0.423 mmol) in acetonitrile (8.7 ml) is added potassium carbonate (294 mg, 2.13 mmol), and the mixture is stirred at 60° C. for 4 hours. After the reaction is completed, the mixture is cooled to room temperature, and filtered. The filtrate is evaporated under reduced pressure to remove the solvent, and the obtained residue is purified by preparative t... The reactants are C1(=CC=CC=C1)N1C(C=CC(=C1)C1=NC=CC=C1)=O (1-Phenyl-5-pyridin-2-yl-2 (1H)-pyridone), BrN1C(CCC1=O)=O (N-bromosuccinimide), CN(C=O)C (N,N-dimethylformamide). The reagents and catalysts are C1CC(=O)N(C1=O)Br (NBS). Solvent: O (water). Conditions: temperature 4 celsius, time 2.5 hour. The product is BrC=1C(N(C=C(C1)C1=NC=CC=C1)C1=CC=CC=C1)=O (3-Bromo-1-phenyl-5-pyridin-2-yl-2 (1H)-pyridone). The yield is 77.9%. RXN SMILES: [C:1]1([N:7]2[CH:12]=[C:11]([C:13]3[CH:18]=[CH:17][CH:16]=[CH:15][N:14]=3)[CH:10]=[CH:9][C:8]2=[O:19])[CH:6]=[CH:5][CH:4]=[CH:3][CH:2]=1.[Br:20]N1C(=O)CCC1=O.CN(C)C=O>C1C(=O)N(Br)C(=O)C1.O>[Br:20][C:9]1[C:8](=[O:19])[N:7]([C:1]2[CH:2]=[CH:3][CH:4]=[CH:5][CH:6]=2)[CH:12]=[C:11]([C:13]2[CH:18]=[CH:17][CH:16]=[CH:15][N:14]=2)[CH:10]=1. Procedure: 1-Phenyl-5-pyridin-2-yl-2 (1H)-pyridone (186 g), N-bromosuccinimide (141.7 g) and N,N-dimethylformamide (900 ml) were stirred at room temperature. After 2.5 hr, 6.45 g of NBS was added thereto. After depletion of the reactant was confirmed, the reaction solution was poured into water (4.5 L) under ice-cooling, followed by stirring in a cold-room (approximately 4° C.) overnight. The resulting crystals were collected by filtration under reduced pressure, followed by dissolving in IPA (3.25 L) and ... Starting materials: CCN=C=NCCCN(C)C, CN(C)c1ccncc1, CO, Cl, N#CC1(c2cccc(C(=O)Nc3cccc(Oc4ccc5nc(N)sc5c4)c3)c2)CC1, [Na+], [OH-], c1ccncc1, O=C(O)c1cocn1. The product is N#CC1(c2cccc(C(=O)Nc3cccc(Oc4ccc5nc(NC(=O)c6cocn6)sc5c4)c3)c2)CC1. As a reaction SMILES: [CH2:41]([N:42]=[C:43]=[N:44][CH2:45][CH2:46][CH2:47][N:48]([CH3:49])[CH3:50])[CH3:51].[CH3:60][N:61]([CH3:62])[c:63]1[cH:64][cH:65][n:66][cH:67][cH:68]1.[CH3:69][OH:70].[ClH:40].[NH2:1][c:2]1[s:3][c:4]2[c:5]([n:6]1)[cH:7][cH:8][c:9]([O:11][c:12]1[cH:13][c:14]([NH:18][C:19]([c:20]3[cH:21][c:22]([C:26]4([C:29]#[N:30])[CH2:27][CH2:28]4)[cH:23][cH:24][cH:25]3)=[O:31])[cH:15][cH:16][cH:17]1)[cH:10]2.[Na+:53].[OH-:52].[cH:54]1[cH:55][cH:56][n:57][cH:58][cH:59]1.[o:32]1[cH:33][n:34][c:35]([C:37](=[O:38])[OH:39])[cH:36]1>>[NH:1]([c:2]1[s:3][c:4]2[c:5]([n:6]1)[cH:7][cH:8][c:9]([O:11][c:12]1[cH:13][c:14]([NH:18][C:19]([c:20]3[cH:21][c:22]([C:26]4([C:29]#[N:30])[CH2:27][CH2:28]4)[cH:23][cH:24][cH:25]3)=[O:31])[cH:15][cH:16][cH:17]1)[cH:10]2)[C:37]([c:35]1[n:34][cH:33][o:32][cH:36]1)=[O:38]. Starting materials: CC(C)(C)OC(=O)OC(C)(C)C, O=C([O-])O, CC1=C(C(=O)O)N2C(=O)C(N)C2SC1, [Na+], C1COCCO1, O. Product: CC1=C(C(=O)O)N2C(=O)C(NC(=O)OC(C)(C)C)C2SC1. RXN SMILES: [C:15]([O:16][C:17]([CH3:18])([CH3:19])[CH3:20])([O:21][C:23]([CH3:24])([CH3:25])[CH3:26])=[O:22].[C:27](=[O:28])([OH:29])[O-:30].[NH2:1][CH:2]1[CH:3]2[S:4][CH2:5][C:6]([CH3:14])=[C:7]([C:11](=[O:12])[OH:13])[N:8]2[C:9]1=[O:10].[Na+:31].[O:33]1[CH2:34][CH2:35][O:36][CH2:37][CH2:38]1.[OH2:32]>>[NH:1]([CH:2]1[CH:3]2[S:4][CH2:5][C:6]([CH3:14])=[C:7]([C:11](=[O:12])[OH:13])[N:8]2[C:9]1=[O:10])[C:15]([O:16][C:17]([CH3:18])([CH3:19])[CH3:20])=[O:21].